Task: describe an organic reaction: reactants, conditions, products, and yield. Dataset: the Open Reaction Database (ORD), a public repository of structured organic reaction records Starting materials: CC(C)(C)OC(=O)NC1CCN(Cc2cc3ccc(Oc4nc5ncccc5s4)cc3o2)C1, O=CO, ClCCl, Cl, C1COCCO1. Product: Cl, NC1CCN(Cc2cc3ccc(Oc4nc5ncccc5s4)cc3o2)C1. As a reaction SMILES: [C:4]([O:5][C:6](=[O:7])[NH:10][CH:11]1[CH2:12][N:13]([CH2:16][c:17]2[o:18][c:19]3[c:20]([cH:21]2)[cH:22][cH:23][c:24]([O:26][c:27]2[s:28][c:29]4[c:30]([n:31][cH:32][cH:33][cH:34]4)[n:35]2)[cH:25]3)[CH2:14][CH2:15]1)([CH3:8])([CH3:9])[CH3:36].[CH:1]([OH:2])=[O:3].[Cl:44][CH2:45][Cl:46].[ClH:37].[O:38]1[CH2:39][CH2:40][O:41][CH2:42][CH2:43]1>>[ClH:37].[NH2:10][CH:11]1[CH2:12][N:13]([CH2:16][c:17]2[o:18][c:19]3[c:20]([cH:21]2)[cH:22][cH:23][c:24]([O:26][c:27]2[s:28][c:29]4[c:30]([n:31][cH:32][cH:33][cH:34]4)[n:35]2)[cH:25]3)[CH2:14][CH2:15]1. Starting materials: FC(COC1=C(C=CC=C1)CC(=O)O)(F)F (2-(2,2,2-trifluoroethoxy)phenylacetic acid), C=1C=CC2=C(C1)N=NN2O (HOBT), C(CCl)Cl (EDC), C(C)C=1C=C(C=CC1)N1CCNCC1 (1-(3-ethylphenyl)piperazine). The solvent is CN(C)C=O (DMF). Run at time 2 day. Yields the product FC(COC1=C(C=CC=C1)CC(=O)N1CCN(CC1)C1=CC(=CC=C1)CC)(F)F (1-(2-(2,2,2-trifluoroethoxy)phenylacetyl)-4-(3-ethylphenyl)piperazine). RXN SMILES: [CH2:1]([C:3]1[CH:4]=[C:5]([N:9]2[CH2:14][CH2:13][NH:12][CH2:11][CH2:10]2)[CH:6]=[CH:7][CH:8]=1)[CH3:2].[F:15][C:16]([F:30])([F:29])[CH2:17][O:18][C:19]1[CH:24]=[CH:23][CH:22]=[CH:21][C:20]=1[CH2:25][C:26](O)=[O:27].C1C=CC2N(O)N=NC=2C=1.C(Cl)CCl>CN(C=O)C>[F:15][C:16]([F:29])([F:30])[CH2:17][O:18][C:19]1[CH:24]=[CH:23][CH:22]=[CH:21][C:20]=1[CH2:25][C:26]([N:12]1[CH2:11][CH2:10][N:9]([C:5]2[CH:6]=[CH:7][CH:8]=[C:3]([CH2:1][CH3:2])[CH:4]=2)[CH2:14][CH2:13]1)=[O:27]. Procedure: 1-(3-ethylphenyl)piperazine from the previous step was dissolved in 1 mL dry DMF, and to the solution was added 0.03 g (0.128 mmol) 2-(2,2,2-trifluoroethoxy)phenylacetic acid, 0.017 g (0.128 mmol) HOBT, and 0.024 g (0.128 mmol) EDC. The reaction was stirred for 2 days, after which time the solvent was removed in vacuo and the resulting residue partitioned between EtOAc/H2O. The aqueous phase was extracted with EtOAc and the combined organic phases were washed with H2O, brine, dried over Na2SO4 a... The reactants are CCCCO, O=[N+]([O-])c1ccccc1Cl, [Na+], [Na+], O=C([O-])[O-], NCc1cccnc1. The product is O=[N+]([O-])c1ccccc1NCc1cccnc1. As a reaction SMILES: [CH2:25]([OH:26])[CH2:27][CH2:28][CH3:29].[Cl:9][c:10]1[c:11]([N+:16](=[O:17])[O-:18])[cH:12][cH:13][cH:14][cH:15]1.[Na+:19].[Na+:20].[O-:21][C:22](=[O:23])[O-:24].[n:1]1[cH:2][c:3]([CH2:7][NH2:8])[cH:4][cH:5][cH:6]1>>[n:1]1[cH:2][c:3]([CH2:7][NH:8][c:10]2[c:11]([N+:16](=[O:17])[O-:18])[cH:12][cH:13][cH:14][cH:15]2)[cH:4][cH:5][cH:6]1. Reactants: CC(C)(C)c1ccc(B(O)O)cc1, CC(=O)[O-], CC(=O)[O-], CCC1Cc2c(C)ccc(Cl)c2C1=O, [Na+], [Na+], O=C([O-])[O-], O, OCCO, [Pd+2]. Yields the product CCC1Cc2c(C)ccc(-c3ccc(C(C)(C)C)cc3)c2C1=O. Reaction SMILES: [C:15]([CH3:16])([CH3:17])([CH3:18])[c:19]1[cH:20][cH:21][c:22]([B:25]([OH:26])[OH:27])[cH:23][cH:24]1.[C:39]([O-:40])(=[O:41])[CH3:42].[C:44]([O-:45])(=[O:46])[CH3:47].[Cl:1][c:2]1[cH:3][cH:4][c:5]([CH3:14])[c:6]2[c:10]1[C:9](=[O:11])[CH:8]([CH2:12][CH3:13])[CH2:7]2.[Na+:28].[Na+:29].[O-:30][C:31](=[O:32])[O-:33].[OH2:38].[OH:34][CH2:35][CH2:36][OH:37].[Pd+2:43]>>[c:2]1(-[c:22]2[cH:21][cH:20][c:19]([C:15]([CH3:16])([CH3:17])[CH3:18])[cH:24][cH:23]2)[cH:3][cH:4][c:5]([CH3:14])[c:6]2[c:10]1[C:9](=[O:11])[CH:8]([CH2:12][CH3:13])[CH2:7]2. Starting materials: NNC(=O)c1ccccc1, CCCCN1C(=O)C(=O)c2ccc(OC)cc21. The product is CCCCN1C(=O)C(=NNC(=O)c2ccccc2)c2ccc(OC)cc21. As a reaction SMILES: [C:18]([c:19]1[cH:20][cH:21][cH:22][cH:23][cH:24]1)(=[O:25])[NH:26][NH2:27].[CH2:1]([CH2:2][CH2:3][CH3:4])[N:5]1[C:6](=[O:7])[C:8](=[O:9])[c:10]2[cH:11][cH:12][c:13]([O:16][CH3:17])[cH:14][c:15]21>>[CH2:1]([CH2:2][CH2:3][CH3:4])[N:5]1[C:6](=[O:7])[C:8](=[N:27][NH:26][C:18]([c:19]2[cH:20][cH:21][cH:22][cH:23][cH:24]2)=[O:25])[c:10]2[cH:11][cH:12][c:13]([O:16][CH3:17])[cH:14][c:15]21. The reactants are intermediate 1, FCCN1CC(C1)NC1=CC(=C(C=C1)NC1=NC=C(C(=N1)NC=1C=C(C=CC1)NC(C=C)=O)C(F)(F)F)OC (N-(3-(2-(4-(1-(2-fluoroethyl)azetidin-3-ylamino)-2-methoxyphenylamino)-5-(trifluoromethyl)pyrimidin-4-ylamino)phenyl)acrylamide), FC(C(=O)O)(F)F (trifluoroacetic acid). Run in O1CCOCC1 (dioxane). Conditions: temperature 50 celsius, time 8 hour. The product is C(C)(=O)N1CC(C1)NC1=CC(=C(C=C1)NC1=NC=C(C(=N1)NC=1C=C(C=CC1)NC(C=C)=O)C(F)(F)F)OC (N-(3-(2-(4-(1-acetylazetidin-3-ylamino)-2-methoxyphenylamino)-5-(trifluoromethyl)pyrimidin-4-ylamino)phenyl)acrylamide). As a reaction SMILES: F[CH2:2][CH2:3][N:4]1[CH2:7][CH:6]([NH:8][C:9]2[CH:14]=[CH:13][C:12]([NH:15][C:16]3[N:21]=[C:20]([NH:22][C:23]4[CH:24]=[C:25]([NH:29][C:30](=[O:33])[CH:31]=[CH2:32])[CH:26]=[CH:27][CH:28]=4)[C:19]([C:34]([F:37])([F:36])[F:35])=[CH:18][N:17]=3)=[C:11]([O:38][CH3:39])[CH:10]=2)[CH2:5]1.FC(F)(F)C(O)=[O:43]>O1CCOCC1>[C:3]([N:4]1[CH2:7][CH:6]([NH:8][C:9]2[CH:14]=[CH:13][C:12]([NH:15][C:16]3[N:21]=[C:20]([NH:22][C:23]4[CH:24]=[C:25]([NH:29][C:30](=[O:33])[CH:31]=[CH2:32])[CH:26]=[CH:27][CH:28]=4)[C:19]([C:34]([F:36])([F:35])[F:37])=[CH:18][N:17]=3)=[C:11]([O:38][CH3:39])[CH:10]=2)[CH2:5]1)(=[O:43])[CH3:2]. Procedure: As shown in Scheme 2, a mixture of intermediate 1 of Scheme 2 (16 mg) and intermediate 3 of Scheme 1 (1-(3-(4-amino-3-methoxyphenylamino)azetidin-1-yl)ethanone, 20 mg) in dioxane (1.0 mL) with catalytic trifluoroacetic acid was stirred overnight at 50° C. The crude was concentrated under reduced pressure and purified using HPLC (TFA modifier) to give the title compound (12 mg) as a TFA salt. 1H-NMR (DMSO-d6, 400 MHz) δ 10.6 (s, 1H), 10.15 (s, 1H), 9.45 (s, 1H), 8.62 (br, 1H), 6.96-7.85 (m, 4H), ... Reactants: CCCCCCNc1ccc(Oc2ccc3nc(COc4ccc(CC5SC(=O)NC5=O)cc4)n(C)c3c2)cc1, O=C=Nc1ccc(F)cc1, C1CCOC1. Yields the product CCCCCCN(C(=O)Nc1ccc(F)cc1)c1ccc(Oc2ccc3nc(COc4ccc(CC5SC(=O)NC5=O)cc4)n(C)c3c2)cc1. As a reaction SMILES: [CH2:1]([CH2:2][CH2:3][CH2:4][CH2:5][CH3:6])[NH:7][c:8]1[cH:9][cH:10][c:11]([O:12][c:13]2[cH:14][cH:15][c:16]3[c:17]([n:18]([CH3:37])[c:19]([CH2:21][O:22][c:23]4[cH:24][cH:25][c:26]([CH2:27][CH:28]5[C:29](=[O:34])[NH:30][C:31](=[O:33])[S:32]5)[cH:35][cH:36]4)[n:20]3)[cH:38]2)[cH:39][cH:40]1.[F:41][c:42]1[cH:43][cH:44][c:45]([N:48]=[C:49]=[O:50])[cH:46][cH:47]1.[O:51]1[CH2:52][CH2:53][CH2:54][CH2:55]1>>[CH2:1]([CH2:2][CH2:3][CH2:4][CH2:5][CH3:6])[N:7]([c:8]1[cH:9][cH:10][c:11]([O:12][c:13]2[cH:14][cH:15][c:16]3[c:17]([n:18]([CH3:37])[c:19]([CH2:21][O:22][c:23]4[cH:24][cH:25][c:26]([CH2:27][CH:28]5[C:29](=[O:34])[NH:30][C:31](=[O:33])[S:32]5)[cH:35][cH:36]4)[n:20]3)[cH:38]2)[cH:39][cH:40]1)[C:49]([NH:48][c:45]1[cH:44][cH:43][c:42]([F:41])[cH:47][cH:46]1)=[O:50]. The reactants are C(C1=CC=CC=C1)(=O)O (benzoic acid), C1=CC=C(C=C1)P(C2=CC=CC=C2)C3=CC=CC=C3 (Ph3P), C(CC)O (n-propanol), N(=NC(=O)[O-])C(=O)OC (methyl azodicarboxylate). Run in C1CCOC1 (THF), C1CCOC1 (THF), C1CCOC1 (THF). Conditions: time 26 hour. Product: C(C1=CC=CC=C1)(=O)OCCC (n-propyl benzoate). Isolated yield 55.0%. Reaction SMILES: N(C(OC)=O)=NC([O-])=O.[C:10]([OH:18])(=[O:17])[C:11]1[CH:16]=[CH:15][CH:14]=[CH:13][CH:12]=1.[CH:19]1[CH:24]=CC(P(C2C=CC=CC=2)C2C=CC=CC=2)=C[CH:20]=1.C(O)CC>C1COCC1>[C:10]([O:18][CH2:20][CH2:19][CH3:24])(=[O:17])[C:11]1[CH:16]=[CH:15][CH:14]=[CH:13][CH:12]=1. Reported procedure: The methyl azodicarboxylate resin (4.0 g of 0.28 meq/g, ~1.1 meq) was suspended in THF (150 ml). A solution of benzoic acid (0.134 g, 1.1 mmol) in the THF (10 ml) was added. Ph3P (0.288 g, 1.1 mmol) and n-propanol (0.180 g, 0.22 ml, 3 mmol) in THF (7 ml) were added slowly at 25° C. and the mixture stirred for 26 hours. The resin was filtered and washed with CH2Cl2 (4×150 ml), and Et2O (2×100 ml). The yellow oil obtained on concentration of filtrate and washings was purified by flash chromatograp... Reactants: C(C)(C)(C)OC(NC1=NC2=CC=C(C=C2CN1CCC)OC1=CC(=CC=C1)C#N)=O ([6-(3-cyano-phenoxy)-3-propyl-3,4-dihydro-quinazolin-2-yl]-carbamic acid tert-butyl ester), N (ammonia), O=[Si]=O (Dicalite). The reagents and catalysts are [Ni] (Raney nickel). The solvent is CO (methanol). Yields the product C(C)(C)(C)OC(NC1=NC2=CC=C(C=C2CN1CCC)OC1=CC(=CC=C1)CN)=O ([6-(3-Aminomethyl-phenoxy)-3-propyl-3,4-dihydro-quinazolin-2-yl]-carbamic acid tert-butyl ester). As a reaction SMILES: [C:1]([O:5][C:6](=[O:30])[NH:7][C:8]1[N:17]([CH2:18][CH2:19][CH3:20])[CH2:16][C:15]2[C:10](=[CH:11][CH:12]=[C:13]([O:21][C:22]3[CH:27]=[CH:26][CH:25]=[C:24]([C:28]#[N:29])[CH:23]=3)[CH:14]=2)[N:9]=1)([CH3:4])([CH3:3])[CH3:2].N.O=[Si]=O>CO.[Ni]>[C:1]([O:5][C:6](=[O:30])[NH:7][C:8]1[N:17]([CH2:18][CH2:19][CH3:20])[CH2:16][C:15]2[C:10](=[CH:11][CH:12]=[C:13]([O:21][C:22]3[CH:27]=[CH:26][CH:25]=[C:24]([CH2:28][NH2:29])[CH:23]=3)[CH:14]=2)[N:9]=1)([CH3:2])([CH3:3])[CH3:4]. Procedure: A mixture of [6-(3-cyano-phenoxy)-3-propyl-3,4-dihydro-quinazolin-2-yl]-carbamic acid tert-butyl ester (0.0197 mol) in a solution of ammonia in methanol (250 mL) was hydrogenated at 14° C. with Raney nickel (1 g) as a catalyst. After uptake of H2 gas (2 equiv.), the reaction mixture was filtered over Dicalite and the filtrate was evaporated to yield the title compound as a residue. The reactants are FC1=CC=C(CNC(=O)C2(C3=CC=CC=C3C=3C=CC=CC23)CCCCBr)C=C1 (9-(4-bromo-butyl)-9H-fluorene-9-carboxylic acid-4-fluoro-benzylamide), C[C@@H]1CN(C[C@@H](N1)C)C=1OC2=C(N1)C=CC=C2 (2-(cis-3,5-dimethyl-piperazin-1-yl)-benzoxazole). The product is FC1=CC=C(CNC(=O)C2(C3=CC=CC=C3C=3C=CC=CC23)CCCCN2[C@H](CN(C[C@H]2C)C=2OC3=C(N2)C=CC=C3)C)C=C1 (9-[4-(4-benzoxazol-2-yl-cis-2,6-dimethyl-piperazin-1-yl)-butyl]-9H-fluorene-9-carboxylic acid-4-fluoro-benzylamide). RXN SMILES: [F:1][C:2]1[CH:29]=[CH:28][C:5]([CH2:6][NH:7][C:8]([C:10]2([CH2:23][CH2:24][CH2:25][CH2:26]Br)[C:22]3[CH:21]=[CH:20][CH:19]=[CH:18][C:17]=3[C:16]3[C:11]2=[CH:12][CH:13]=[CH:14][CH:15]=3)=[O:9])=[CH:4][CH:3]=1.[CH3:30][C@H:31]1[NH:36][C@@H:35]([CH3:37])[CH2:34][N:33]([C:38]2[O:39][C:40]3[CH:46]=[CH:45][CH:44]=[CH:43][C:41]=3[N:42]=2)[CH2:32]1>>[F:1][C:2]1[CH:29]=[CH:28][C:5]([CH2:6][NH:7][C:8]([C:10]2([CH2:23][CH2:24][CH2:25][CH2:26][N:36]3[C@H:35]([CH3:37])[CH2:34][N:33]([C:38]4[O:39][C:40]5[CH:46]=[CH:45][CH:44]=[CH:43][C:41]=5[N:42]=4)[CH2:32][C@@H:31]3[CH3:30])[C:22]3[CH:21]=[CH:20][CH:19]=[CH:18][C:17]=3[C:16]3[C:11]2=[CH:12][CH:13]=[CH:14][CH:15]=3)=[O:9])=[CH:4][CH:3]=1. Reported procedure: Prepared analogously to Example 1 from 9-(4-bromo-butyl)-9H-fluorene-9-carboxylic acid-4-fluoro-benzylamide and 2-(cis-3,5-dimethyl-piperazin-1-yl)-benzoxazole.